The task is: describe an organic reaction: reactants, conditions, products, and yield. This data is from the Open Reaction Database (ORD), a public repository of structured organic reaction records. The solvent is CC(=O)N(C)C (dimethylacetamide), CO (methanol). RXN SMILES: [K].[OH:2][C:3]1[CH:4]=[CH:5][C:6]([CH3:9])=[N:7][CH:8]=1.[Br:10][C:11]1[CH:16]=[CH:15][C:14](Br)=[CH:13][CH:12]=1>CC(N(C)C)=O.CO>[Br:10][C:11]1[CH:16]=[CH:15][C:14]([O:2][C:3]2[CH:4]=[CH:5][C:6]([CH3:9])=[N:7][CH:8]=2)=[CH:13][CH:12]=1 |^1:0|. Reactants: [K] (potassium), cuprous oxide, OC=1C=CC(=NC1)C (5-hydroxy-2-methylpyridine), BrC1=CC=C(C=C1)Br (p-dibromobenzene). Product: BrC1=CC=C(OC=2C=CC(=NC2)C)C=C1 (5-(p-bromophenoxy)-2-methylpyridine). Procedure details: 2.84 g of a potassium salt of 5-hydroxy-2-methylpyridine, 4.7 g of p-dibromobenzene and 400 mg of cuprous oxide were suspended in 10 ml of dimethylacetamide, and the mixture was allowed to react in a nitrogen gas stream at 150° C. for 15 hours. The reaction mixture was diluted with 30 ml of methanol and then filtered. The filtrate was immediately dried, and the residue was taken into 100 ml of chloroform and washed successively with a 3% aqueous sodium carbonate solution and 50 ml of water. The ... Starting materials: CI, [H-], [Na+], C1CCOC1, O, COC(=O)c1cc2ccccc2n1O. The product is COC(=O)c1cc2ccccc2n1OC. As a reaction SMILES: [CH3:17][I:18].[H-:15].[Na+:16].[O:20]1[CH2:21][CH2:22][CH2:23][CH2:24]1.[OH2:19].[OH:1][n:2]1[c:3]([C:11](=[O:12])[O:13][CH3:14])[cH:4][c:5]2[cH:6][cH:7][cH:8][cH:9][c:10]12>>[O:1]([n:2]1[c:3]([C:11](=[O:12])[O:13][CH3:14])[cH:4][c:5]2[cH:6][cH:7][cH:8][cH:9][c:10]12)[CH3:17]. Starting materials: C1(=CC=CC=C1)P(C1=CC=CC=C1)(C1=CC=CC=C1)=C=CC(=O)OC (methyl (triphenylphosphoranylidene)acrylate), C(C)OC=1C=C(C=O)C=CC1OCC (3,4-diethoxybenzaldehyde). Run in C1(=CC=CC=C1)C (toluene). Reaction conditions: time 1 hour. Product: C(C)OC=1C=C(C=CC1OCC)/C=C/C(=O)OC (methyl 3(E)-(3,4-diethoxyphenyl)acrylate). As a reaction SMILES: C1(P(=C=[CH:21][C:22]([O:24][CH3:25])=[O:23])(C2C=CC=CC=2)C2C=CC=CC=2)C=CC=CC=1.[CH2:26]([O:28][C:29]1[CH:30]=[C:31]([CH:34]=[CH:35][C:36]=1[O:37][CH2:38][CH3:39])[CH:32]=O)[CH3:27]>C1(C)C=CC=CC=1>[CH2:26]([O:28][C:29]1[CH:30]=[C:31](/[CH:32]=[CH:21]/[C:22]([O:24][CH3:25])=[O:23])[CH:34]=[CH:35][C:36]=1[O:37][CH2:38][CH3:39])[CH3:27]. Procedure: 1.81 g (5.40 mmol) of methyl (triphenylphosphoranylidene)acrylate are added, at room temperature, to a solution of 1.0 g (5.15 mmol) of 3,4-diethoxybenzaldehyde and 10 ml of toluene. The reaction is then allowed to proceed for 1 hour at room temperature, the reaction suspension is clarified by filtration over a silica gel bed and the filtrate is evaporated down. Chromatography of the residue over silica gel using toluene/ethyl acetate gives methyl 3(E)-(3,4-diethoxyphenyl)acrylate. As a reaction SMILES: [C:14]([CH3:15])([CH3:16])([CH3:17])[Si:18]([O:19][CH2:20][CH2:21][c:22]1[cH:23][c:24]([CH2:27][C:28]#[N:29])[s:25][cH:26]1)([CH3:30])[CH3:31].[C:1]([Si:2]([Cl:3])([CH3:4])[CH3:5])([CH3:6])([CH3:7])[CH3:8].[C:32]([O-:33])(=[O:34])[O-:35].[CH2:43]1[O:44][CH2:45][CH2:46][CH2:47]1.[K+:36].[K+:37].[O:38]=[CH:39][N:40]([CH3:41])[CH3:42].[OH2:48].[nH:9]1[cH:10][cH:11][n:12][cH:13]1>>[C:14]([CH3:15])([CH3:16])([CH3:17])[Si:18]([O:19][CH2:20][CH2:21][c:22]1[cH:23][c:24]([CH2:27][CH2:28][OH:33])[s:25][cH:26]1)([CH3:30])[CH3:31]. Reactants: CC(C)(C)[Si](C)(C)OCCc1csc(CC#N)c1, CC(C)(C)[Si](C)(C)Cl, O=C([O-])[O-], C1CCOC1, [K+], [K+], CN(C)C=O, O, c1c[nH]cn1. The product is CC(C)(C)[Si](C)(C)OCCc1csc(CCO)c1. The reactants are Cc1ccccc1, O, O=[N+]([O-])O. The product is Cc1ccccc1[N+](=O)[O-]. RXN SMILES: [CH3:6][c:7]1[cH:8][cH:9][cH:10][cH:11][cH:12]1.[OH2:5].[OH:1][N+:2]([O-:3])=[O:4]>>[O-:1][N+:2](=[O:4])[c:8]1[c:7]([CH3:6])[cH:12][cH:11][cH:10][cH:9]1. Starting materials: CC(=O)N1CCN(c2cc(Cl)ccc2C(=O)N2CCN(c3ncc(C)cc3C)CC2)C1=O, CC1(C)C=NC(=O)O1. Product: CC(=O)N1CCN(c2cc(N3CC(C)(C)OC3=O)ccc2C(=O)N2CCN(c3ncc(C)cc3C)CC2)C1=O. RXN SMILES: [C:1]([CH3:2])(=[O:3])[N:4]1[C:5](=[O:32])[N:6]([c:9]2[c:10]([C:16](=[O:17])[N:18]3[CH2:19][CH2:20][N:21]([c:24]4[n:25][cH:26][c:27]([CH3:31])[cH:28][c:29]4[CH3:30])[CH2:22][CH2:23]3)[cH:11][cH:12][c:13]([Cl:15])[cH:14]2)[CH2:7][CH2:8]1.[CH3:33][C:34]1([CH3:40])[CH:35]=[N:36][C:37](=[O:39])[O:38]1>>[C:1]([CH3:2])(=[O:3])[N:4]1[C:5](=[O:32])[N:6]([c:9]2[c:10]([C:16](=[O:17])[N:18]3[CH2:19][CH2:20][N:21]([c:24]4[n:25][cH:26][c:27]([CH3:31])[cH:28][c:29]4[CH3:30])[CH2:22][CH2:23]3)[cH:11][cH:12][c:13]([N:36]3[CH2:35][C:34]([CH3:33])([CH3:40])[O:38][C:37]3=[O:39])[cH:14]2)[CH2:7][CH2:8]1. Product: C(C=C)C1=C2CCC(N(C2=CC=C1OCC=CC1=CC=CC=C1)CC=CC1=CC=CC=C1)=O (5-allyl-1-cinnamyl-6-cinnamyloxy-3,4-dihydro-2(1H)-quinolinone). Isolated yield 41.4%. Reaction SMILES: [CH2:1]([C:4]1[C:13]([OH:14])=[CH:12][CH:11]=[C:10]2[C:5]=1[CH2:6][CH2:7][C:8](=[O:24])[N:9]2[CH2:15][CH:16]=[CH:17][C:18]1[CH:23]=[CH:22][CH:21]=[CH:20][CH:19]=1)[CH:2]=[CH2:3].[CH2:25]([C:28]1[CH:37]=[C:36]2[C:31](CCC(=O)N2CC=CC2C=CC=CC=2)=[CH:30][C:29]=1O)[CH:26]=[CH2:27].[Br-]>CO.[OH-].[K+]>[CH2:1]([C:4]1[C:13]([O:14][CH2:27][CH:26]=[CH:25][C:28]2[CH:37]=[CH:36][CH:31]=[CH:30][CH:29]=2)=[CH:12][CH:11]=[C:10]2[C:5]=1[CH2:6][CH2:7][C:8](=[O:24])[N:9]2[CH2:15][CH:16]=[CH:17][C:18]1[CH:19]=[CH:20][CH:21]=[CH:22][CH:23]=1)[CH:2]=[CH2:3] |f:4.5|. Starting materials: C(C=C)C1=C2CCC(N(C2=CC=C1O)CC=CC1=CC=CC=C1)=O (5-allyl-1-cinnamyl-3,4-dihydro-6-hydroxy-2(1H)-quinolinone), C(C=C)C1=C(C=C2CCC(N(C2=C1)CC=CC1=CC=CC=C1)=O)O (7-allyl-1-cinnamyl-3,4-dihydro-6-hydroxy-2(1H)-quinolinone), [Br-] (bromide). The solvent is CO (methanol), [OH-].[K+] (potassium hydroxide). Reported procedure: 3.19 Grams of the mixture of 5-allyl-1-cinnamyl-3,4-dihydro-6-hydroxy-2(1H)-quinolinone and 7-allyl-1-cinnamyl-3,4-dihydro-6-hydroxy-2(1H)-quinolinone obtained in Example 13 was dissolved in 100 ml of methanol containing 1 g of potassium hydroxide. Under stirring, 2 g of cinnamy bromide was added thereto at room temperature, then stirred at room temperature for 1 hour, further stirred at 60° C. for 4 hours. After the reaction was finished, the reaction mixture was concentrated to a half volume u...